Dataset: the Open Reaction Database (ORD), a public repository of structured organic reaction records. Task: describe an organic reaction: reactants, conditions, products, and yield Reactants: C(C)(C)C1=NN2C(C=C(C=C2)NC(=O)C2=C(C=NN2C)C(=O)O)=N1 (5-(2-isopropyl-[1,2,4]triazolo[1,5-a]pyridin-7-ylcarbamoyl)-1-methyl-1H-pyrazole-4-carboxylic acid), Cl.FC1CNC1 (3-fluoroazetidine hydrochloride), CCCP(=O)=O (propylphosphonic anhydride), C(C)(C)N(CC)C(C)C (diisopropylethylamine). Solvent: O1CCCC1 (tetrahydrofuran). Conditions: temperature 25 celsius, time 2.5 day. The product is C(C)(C)C1=NN2C(C=C(C=C2)NC(=O)C=2N(N=CC2C(=O)N2CC(C2)F)C)=N1 (4-(3-fluoro-azetidine-1-carbonyl)-2-methyl-2H-pyrazole-3-carboxylic acid (2-isopropyl-[1,2,4]triazolo[1,5-a]pyridin-7-yl)-amide). Yield: 86.5%. As a reaction SMILES: [CH:1]([C:4]1[N:24]=[C:7]2[CH:8]=[C:9]([NH:12][C:13]([C:15]3[N:19]([CH3:20])[N:18]=[CH:17][C:16]=3[C:21](O)=[O:22])=[O:14])[CH:10]=[CH:11][N:6]2[N:5]=1)([CH3:3])[CH3:2].Cl.[F:26][CH:27]1[CH2:30][NH:29][CH2:28]1.CCCP(=O)=O.C(N(C(C)C)CC)(C)C>O1CCCC1>[CH:1]([C:4]1[N:24]=[C:7]2[CH:8]=[C:9]([NH:12][C:13]([C:15]3[N:19]([CH3:20])[N:18]=[CH:17][C:16]=3[C:21]([N:29]3[CH2:30][CH:27]([F:26])[CH2:28]3)=[O:22])=[O:14])[CH:10]=[CH:11][N:6]2[N:5]=1)([CH3:2])[CH3:3] |f:1.2|. Procedure details: A mixture of 5-(2-isopropyl-[1,2,4]triazolo[1,5-a]pyridin-7-ylcarbamoyl)-1-methyl-1H-pyrazole-4-carboxylic acid (70 mg, 213 μmol), 3-fluoroazetidine hydrochloride (71.3 mg, 640 mmol), propylphosphonic anhydride (50% in ethyl acetate, 314 μl, 533 μmol) and diisopropylethylamine (223 μl, 1.28 mmol) in tetrahydrofuran (4 ml) was stirred for 2.5 days (weekend) at 25° C. The solvent was evaporated, the residue was triturated with sodium hydrogencarbonate solution. The precipitated solid was filtered ... Starting materials: [PH2](O)=O (phosphinic acid), CC1(C2=CC=CC=C2C=2C=CC(=CC12)C1(C2=CC=CC=C2C(C=2C=CC(=CC12)Br)(O)C1=CC=2C(C3=CC=CC=C3C2C=C1)(C)C)O)C (9,10-bis(9,9-dimethylfluorene-2-yl)-2-bromo-9,10-dihydroanthracene-9,10-diol), O.[PH2]([O-])=O.[Na+] (sodium phosphinate monohydrate), [I-].[K+] (potassium iodide). The solvent is C(C)(=O)O (acetic acid), O (Water). Conditions: time 2 hour. Yields the product CC1(C2=CC=CC=C2C=2C=CC(=CC12)C=1C2=CC=CC=C2C(=C2C=CC(=CC12)Br)C1=CC=2C(C3=CC=CC=C3C2C=C1)(C)C)C (9,10-bis(9,9-dimethylfluorene-2-yl)-2-bromoanthracene). Yield: 47.4%. Reaction SMILES: [CH3:1][C:2]1([CH3:47])[C:14]2[CH:13]=[C:12]([C:15]3(O)[C:28]4[CH:27]=[C:26]([Br:29])[CH:25]=[CH:24][C:23]=4[C:22]([C:31]4[CH:43]=[CH:42][C:41]5[C:40]6[C:35](=[CH:36][CH:37]=[CH:38][CH:39]=6)[C:34]([CH3:45])([CH3:44])[C:33]=5[CH:32]=4)(O)[C:21]4[C:16]3=[CH:17][CH:18]=[CH:19][CH:20]=4)[CH:11]=[CH:10][C:9]=2[C:8]2[C:3]1=[CH:4][CH:5]=[CH:6][CH:7]=2.O.[PH2](=O)[O-].[Na+].[I-].[K+].[PH2](=O)O>C(O)(=O)C.O>[CH3:1][C:2]1([CH3:47])[C:14]2[CH:13]=[C:12]([C:15]3[C:16]4[C:21]([C:22]([C:31]5[CH:43]=[CH:42][C:41]6[C:40]7[C:35](=[CH:36][CH:37]=[CH:38][CH:39]=7)[C:34]([CH3:45])([CH3:44])[C:33]=6[CH:32]=5)=[C:23]5[C:28]=3[CH:27]=[C:26]([Br:29])[CH:25]=[CH:24]5)=[CH:20][CH:19]=[CH:18][CH:17]=4)[CH:11]=[CH:10][C:9]=2[C:8]2[C:3]1=[CH:4][CH:5]=[CH:6][CH:7]=2 |f:1.2.3,4.5|. Reported procedure: A solution of 46 mmol of 9,10-bis(9,9-dimethylfluorene-2-yl)-2-bromo-9,10-dihydroanthracene-9,10-diol, 24 g (0.23 mol) of sodium phosphinate monohydrate, and 15 g (91 mmol) of potassium iodide in 100 mL of glacial acetic acid was stirred for 4 hours at 120° C. After the reaction, 60 mL of a 50% phosphinic acid was added to the reaction mixture, and then stirring was kept for additional 2 hours at 120° C. Water was added to the mixture, and the mixture was stirred for 1 hour. After the mixture wa... Starting materials: Cl (HCl), [OH-].[Na+] (sodium hydroxide), CN(C(=O)C=1C=CC(=NC1SCCC)N1C[C@@H](CCC1)CC(=O)OC)C1CCOCC1 (methyl [(3S)-1-{5-[methyl(tetrahydro-2H-pyran-4-yl)carbamoyl]-6-(propylthio)pyridin-2-yl}piperidin-3-yl]acetate). Run in CCOC(=O)C (EtOAc), C(Cl)Cl (DCM), O (water), CO (MeOH). Reaction conditions: temperature 18 celsius, time 20 hour. Yields the product CN(C(=O)C=1C=CC(=NC1SCCC)N1C[C@@H](CCC1)CC(=O)O)C1CCOCC1 ([(3S)-1-{5-[methyl(tetrahydro-2H-pyran-4-yl)carbamoyl]-6-(propylthio)pyridin-2-yl}piperidin-3-yl]acetic acid). The yield is 99.2%. Reaction SMILES: [OH-].[Na+].[CH3:3][N:4]([CH:28]1[CH2:33][CH2:32][O:31][CH2:30][CH2:29]1)[C:5]([C:7]1[CH:8]=[CH:9][C:10]([N:17]2[CH2:22][CH2:21][CH2:20][C@@H:19]([CH2:23][C:24]([O:26]C)=[O:25])[CH2:18]2)=[N:11][C:12]=1[S:13][CH2:14][CH2:15][CH3:16])=[O:6].Cl>O.CO.CCOC(C)=O.C(Cl)Cl>[CH3:3][N:4]([CH:28]1[CH2:33][CH2:32][O:31][CH2:30][CH2:29]1)[C:5]([C:7]1[CH:8]=[CH:9][C:10]([N:17]2[CH2:22][CH2:21][CH2:20][C@@H:19]([CH2:23][C:24]([OH:26])=[O:25])[CH2:18]2)=[N:11][C:12]=1[S:13][CH2:14][CH2:15][CH3:16])=[O:6] |f:0.1|. Procedure details: A solution of sodium hydroxide (0.130 g, 3.25 mmol) in water (1.63 mL) was added dropwise to a stirred solution of methyl [(3S)-1-{5-[methyl(tetrahydro-2H-pyran-4-yl)carbamoyl]-6-(propylthio)pyridin-2-yl}piperidin-3-yl]acetate (293 mg, 0.65 mmol) in MeOH (5 mL) at 18° C., over a period of 1 minute. The resulting solution was stirred at 18° C. for 20 hours. The reaction mixture was adjusted to pH 4.5 with 2M HCl and the reaction mixture was diluted with EtOAc (50 mL), and washed sequentially with... Starting materials: COC(=O)Cn1c(C)c(Cc2sccc2S(=O)(=O)c2cccnc2)c2cc(F)ccc21, Cl, [Na+], C1CCOC1, [OH-]. The product is Cc1c(Cc2sccc2S(=O)(=O)c2cccnc2)c2cc(F)ccc2n1CC(=O)O. Reaction SMILES: [CH3:1][O:2][C:3]([CH2:4][n:5]1[c:6]([CH3:30])[c:7]([CH2:15][c:16]2[s:17][cH:18][cH:19][c:20]2[S:21](=[O:22])(=[O:23])[c:24]2[cH:25][n:26][cH:27][cH:28][cH:29]2)[c:8]2[cH:9][c:10]([F:14])[cH:11][cH:12][c:13]12)=[O:31].[ClH:34].[Na+:33].[O:35]1[CH2:36][CH2:37][CH2:38][CH2:39]1.[OH-:32]>>[O:2]=[C:3]([CH2:4][n:5]1[c:6]([CH3:30])[c:7]([CH2:15][c:16]2[s:17][cH:18][cH:19][c:20]2[S:21](=[O:22])(=[O:23])[c:24]2[cH:25][n:26][cH:27][cH:28][cH:29]2)[c:8]2[cH:9][c:10]([F:14])[cH:11][cH:12][c:13]12)[OH:31]. The reactants are OC1=NC=C(C(=O)N(C)OC)C=C1 (6-hydroxy-N-methoxy-N-methylnicotinamide), CC[Mg+].[Br-] (EtMgBr). Solvent: C1CCOC1 (THF). Reaction conditions: time 2 hour. Yields the product OC1=CC=C(C=N1)C(CC)=O (1-(6-hydroxypyridin-3-yl)propan-1-one). Isolated yield 48.0%. Reaction SMILES: [OH:1][C:2]1[CH:13]=[CH:12][C:5]([C:6](N(OC)C)=[O:7])=[CH:4][N:3]=1.[CH3:14][CH2:15][Mg+].[Br-]>C1COCC1>[OH:1][C:2]1[N:3]=[CH:4][C:5]([C:6](=[O:7])[CH2:14][CH3:15])=[CH:12][CH:13]=1 |f:1.2|. Reported procedure: To a solution of 6-hydroxy-N-methoxy-N-methylnicotinamide (800 mg, 1.0 eq) in 20 mL anhydrous THF was added 3 M EtMgBr (6 mL, 4.0 eq) dropwise at 0° C. The reaction mixture was stirred at rt for 2 h., quenched with sat NH4Cl, and extracted with CH2Cl2. The extract was dried, concentrated, and purified by column chromatography to give the desired product (320 mg, 48%). 1H NMR (400 MHz, CDCl3) δ 12.13 (brs, 1H), 8.11 (d, J=2.4 Hz, 1H), 8.05 (dd, J=10.0 Hz, 2.8 Hz, 1H), 6.60 (d, J=9.6 Hz, 1H), 2.79... The reactants are BrC=1C=C(C=2C=NN(C2C1)C1CCCC1)C(=O)NCC=1C(NC(=CC1C)C)=O (6-bromo-1-cyclopentyl-N-((4,6-dimethyl-2-oxo-1,2-dihydropyridin-3-yl)methyl)-1H-indazole-4-carboxamide), CC1(OB(OC1(C)C)C1=CC=C(CN2CCOCC2)C=C1)C (4-(4-(4,4,5,5-tetramethyl-1,3,2-dioxaborolan-2-yl)benzyl)morpholine), C(=O)([O-])[O-].[Na+].[Na+] (Na2CO3). The reagents and catalysts are C=1C=CC(=CC1)[P](C=2C=CC=CC2)(C=3C=CC=CC3)[Pd]([P](C=4C=CC=CC4)(C=5C=CC=CC5)C=6C=CC=CC6)([P](C=7C=CC=CC7)(C=8C=CC=CC8)C=9C=CC=CC9)[P](C=1C=CC=CC1)(C=1C=CC=CC1)C=1C=CC=CC1 (Pd(PPh3)4). The solvent is O1CCOCC1 (1,4-dioxane). Conditions: temperature 100 celsius, time 3 hour. The product is C1(CCCC1)N1N=CC=2C(=CC(=CC12)C1=CC=C(C=C1)CN1CCOCC1)C(=O)NCC=1C(NC(=CC1C)C)=O (cyclopentyl-N-((4,6-dimethyl-2-oxo-1,2-dihydropyridin-3-yl)methyl)-6-(4-(morpholinomethyl)phenyl)-1H-indazole-4-carboxamide). Isolated yield 68.4%. RXN SMILES: Br[C:2]1[CH:3]=[C:4]([C:16]([NH:18][CH2:19][C:20]2[C:21](=[O:28])[NH:22][C:23]([CH3:27])=[CH:24][C:25]=2[CH3:26])=[O:17])[C:5]2[CH:6]=[N:7][N:8]([CH:11]3[CH2:15][CH2:14][CH2:13][CH2:12]3)[C:9]=2[CH:10]=1.CC1(C)C(C)(C)OB([C:37]2[CH:49]=[CH:48][C:40]([CH2:41][N:42]3[CH2:47][CH2:46][O:45][CH2:44][CH2:43]3)=[CH:39][CH:38]=2)O1.C([O-])([O-])=O.[Na+].[Na+]>O1CCOCC1.C1C=CC([P]([Pd]([P](C2C=CC=CC=2)(C2C=CC=CC=2)C2C=CC=CC=2)([P](C2C=CC=CC=2)(C2C=CC=CC=2)C2C=CC=CC=2)[P](C2C=CC=CC=2)(C2C=CC=CC=2)C2C=CC=CC=2)(C2C=CC=CC=2)C2C=CC=CC=2)=CC=1>[CH:11]1([N:8]2[C:9]3[CH:10]=[C:2]([C:37]4[CH:38]=[CH:39][C:40]([CH2:41][N:42]5[CH2:47][CH2:46][O:45][CH2:44][CH2:43]5)=[CH:48][CH:49]=4)[CH:3]=[C:4]([C:16]([NH:18][CH2:19][C:20]4[C:21](=[O:28])[NH:22][C:23]([CH3:27])=[CH:24][C:25]=4[CH3:26])=[O:17])[C:5]=3[CH:6]=[N:7]2)[CH2:15][CH2:14][CH2:13][CH2:12]1 |f:2.3.4,^1:66,68,87,106|. Reported procedure: To a stirred solution of 6-bromo-1-cyclopentyl-N-((4,6-dimethyl-2-oxo-1,2-dihydropyridin-3-yl)methyl)-1H-indazole-4-carboxamide (0.25 g, 0.56 mmol), 4-(4-(4,4,5,5-tetramethyl-1,3,2-dioxaborolan-2-yl)benzyl)morpholine (0.20 g, 0.67 mmol) and Pd(PPh3)4 (0.032 g, 0.027 mmol) in 1,4-dioxane (4 mL) and purged with argon for 10 min. 2M Na2CO3 solution (0.22 g, 2.03 mmol) was then added to it before a further argon purge for 10 min. The reaction mixture was stirred at 100° C. for 3 h. After completion ... Starting materials: BrC1=CN=C2N1N=C(C=C2)Cl (3-bromo-6-chloroimidazo[1,2-b]pyridazine), N1=CC(=CC=C1)CN (pyridin-3-ylmethanamine), intermediate, C(Cl)Cl.CO.[NH4+].[OH-] (CH2Cl2 MeOH NH4OH). The product is BrC1=CN=C2N1N=C(C=C2)NCC=2C=NC=CC2 (3-Bromo-N-(pyridin-3-ylmethyl)imidazo[1,2-b]pyridazin-6-amine). RXN SMILES: [Br:1][C:2]1[N:6]2[N:7]=[C:8](Cl)[CH:9]=[CH:10][C:5]2=[N:4][CH:3]=1.[N:12]1[CH:17]=[CH:16][CH:15]=[C:14]([CH2:18][NH2:19])[CH:13]=1.C(Cl)Cl.CO.[NH4+].[OH-]>>[Br:1][C:2]1[N:6]2[N:7]=[C:8]([NH:19][CH2:18][C:14]3[CH:13]=[N:12][CH:17]=[CH:16][CH:15]=3)[CH:9]=[CH:10][C:5]2=[N:4][CH:3]=1 |f:2.3.4.5|. Procedure: Prepared from 3-bromo-6-chloroimidazo[1,2-b]pyridazine and pyridin-3-ylmethanamine according to general procedure 1 providing the intermediate (88 mg, 45%) as a white solid: Rf=0.66 (CH2Cl2/MeOH/NH4OH, 160:18:2); 1H NMR (500 MHz, CD3OD) δ 8.70 (d, J=1.9 Hz, 1H), 7.99-7.97 (m, 1H), 7.85-7.82 (m, 1H), 7.59 (d, J=9.7 Hz, 1H), 7.40 (s, 1H), 6.73 (d, J=9.7 Hz, 1H), 4.57 (s, 2H); ES-MS: (M+H)=304, 306 m/z. The reactants are CC(=O)O[BH-](OC(C)=O)OC(C)=O, CC(C)C(=O)Nc1cccc(C2CCNCC2)c1, O=Cc1ccc(Oc2ccc(Cl)cc2)cc1, ClCCCl, [Na+], [Na+], O=C([O-])O. Product: CC(C)C(=O)Nc1cccc(C2CCN(Cc3ccc(Oc4ccc(Cl)cc4)cc3)CC2)c1. As a reaction SMILES: [C:35]([O:36][BH-:37]([O:38][C:39](=[O:40])[CH3:41])[O:42][C:43](=[O:44])[CH3:45])(=[O:46])[CH3:47].[CH3:17][CH:18]([C:19](=[O:20])[NH:21][c:22]1[cH:23][c:24]([CH:28]2[CH2:29][CH2:30][NH:31][CH2:32][CH2:33]2)[cH:25][cH:26][cH:27]1)[CH3:34].[Cl:1][c:2]1[cH:3][cH:4][c:5]([O:6][c:7]2[cH:8][cH:9][c:10]([CH:11]=[O:12])[cH:13][cH:14]2)[cH:15][cH:16]1.[Cl:54][CH2:55][CH2:56][Cl:57].[Na+:48].[Na+:53].[O-:49][C:50]([OH:51])=[O:52]>>[Cl:1][c:2]1[cH:3][cH:4][c:5]([O:6][c:7]2[cH:8][cH:9][c:10]([CH2:11][N:31]3[CH2:30][CH2:29][CH:28]([c:24]4[cH:23][c:22]([NH:21][C:19]([CH:18]([CH3:17])[CH3:34])=[O:20])[cH:27][cH:26][cH:25]4)[CH2:33][CH2:32]3)[cH:13][cH:14]2)[cH:15][cH:16]1. Starting materials: C(C)(C)S(=O)(=O)C1=C(C=C(C=C1)[N+](=O)[O-])C=1N(C=CC1)C(=O)OC(C)(C)C (tert-Butyl 2-(2-(isopropylsulfonyl)-5-nitrophenyl)-1H-pyrrole-1-carboxylate). The reagents and catalysts are [Pt]=O (platinum oxide), [Pt]=O (platinum oxide). Run in C(C)O (ethanol), Cl (hydrogen chloride). Run at time 1.5 hour. The product is NC=1C=CC(=C(C1)C1N(CCC1)C(=O)OC(C)(C)C)S(=O)(=O)C(C)C (tert-Butyl 2-(5-amino-2-(isopropylsulfonyl)phenyl)pyrrolidine-1-carboxylate). Yield: 88.0%. As a reaction SMILES: [CH:1]([S:4]([C:7]1[CH:12]=[CH:11][C:10]([N+:13]([O-])=O)=[CH:9][C:8]=1[C:16]1[N:17]([C:21]([O:23][C:24]([CH3:27])([CH3:26])[CH3:25])=[O:22])[CH:18]=[CH:19][CH:20]=1)(=[O:6])=[O:5])([CH3:3])[CH3:2]>C(O)C.Cl.[Pt]=O>[NH2:13][C:10]1[CH:11]=[CH:12][C:7]([S:4]([CH:1]([CH3:3])[CH3:2])(=[O:6])=[O:5])=[C:8]([CH:16]2[CH2:20][CH2:19][CH2:18][N:17]2[C:21]([O:23][C:24]([CH3:27])([CH3:25])[CH3:26])=[O:22])[CH:9]=1. Procedure: To platinum oxide (0.5 g) was added 19C in ethanol and hydrogen chloride (0.45 mL) under nitrogen. The reaction was placed under hydrogen (40 psi). After 1.5 h the reaction was half done, platinum oxide (200 mg) was added and reaction was stirred under hydrogen (40 psi) for 2 h. The catalyst was filtered over celite and washed with ethanol. The filtrate was neutralized with diethylamine. The solvent was evaporated and the crude residue was redissolved in dichloromethane. The organic layer was wa... Starting materials: O=C=NS(=O)(=O)c1ccc(Cl)cc1, COC(=O)CNc1ccc(Cl)cc1, c1ccccc1. Yields the product COC(=O)CN(C(=O)NS(=O)(=O)c1ccc(Cl)cc1)c1ccc(Cl)cc1. Reaction SMILES: [Cl:14][c:15]1[cH:16][cH:17][c:18]([S:21](=[O:22])(=[O:23])[N:24]=[C:25]=[O:26])[cH:19][cH:20]1.[Cl:1][c:2]1[cH:3][cH:4][c:5]([NH:8][CH2:9][C:10](=[O:11])[O:12][CH3:13])[cH:6][cH:7]1.[cH:27]1[cH:28][cH:29][cH:30][cH:31][cH:32]1>>[Cl:1][c:2]1[cH:3][cH:4][c:5]([N:8]([CH2:9][C:10](=[O:11])[O:12][CH3:13])[C:25]([NH:24][S:21]([c:18]2[cH:17][cH:16][c:15]([Cl:14])[cH:20][cH:19]2)(=[O:22])=[O:23])=[O:26])[cH:6][cH:7]1.